Dataset: the Open Reaction Database (ORD), a public repository of structured organic reaction records. Task: describe an organic reaction: reactants, conditions, products, and yield Reactants: CC(=O)OO, CC(=O)O, O=[N+]([O-])c1cc(CS(=O)c2cccc[n+]2[O-])ccc1Cl, [Na+], O, O=S(=O)([O-])O. Product: O=[N+]([O-])c1cc(CS(=O)(=O)c2cccc[n+]2[O-])ccc1Cl. RXN SMILES: [C:21]([O:22][OH:24])(=[O:23])[CH3:25].[CH3:33][C:34](=[O:35])[OH:36].[Cl:1][c:2]1[c:3]([N+:18](=[O:19])[O-:20])[cH:4][c:5]([CH2:8][S:9](=[O:10])[c:11]2[n+:12]([O-:17])[cH:13][cH:14][cH:15][cH:16]2)[cH:6][cH:7]1.[Na+:31].[OH2:32].[S:26](=[O:27])(=[O:28])([OH:29])[O-:30]>>[Cl:1][c:2]1[c:3]([N+:18](=[O:19])[O-:20])[cH:4][c:5]([CH2:8][S:9](=[O:10])([c:11]2[n+:12]([O-:17])[cH:13][cH:14][cH:15][cH:16]2)=[O:23])[cH:6][cH:7]1.